This data is from the Open Reaction Database (ORD), a public repository of structured organic reaction records. The task is: describe an organic reaction: reactants, conditions, products, and yield Starting materials: ClC1=CC=C(C=C1)C=C (1-chloro-4-vinylbenzene), BrC1=NOCC1 (bromo-4,5-dihydroisoxazole), OC=1C=NC=NC1 (5-hydroxypyrimidine). Product: N1=CN=CC(=C1)OC1=NOCC1 (3-(pyrimidin-5-yloxy)-4,5-dihydroisoxazole). As a reaction SMILES: ClC1C=CC(C=C)=CC=1.Br[C:11]1[CH2:15][CH2:14][O:13][N:12]=1.[OH:16][C:17]1[CH:18]=[N:19][CH:20]=[N:21][CH:22]=1>>[N:19]1[CH:18]=[C:17]([O:16][C:11]2[CH2:15][CH2:14][O:13][N:12]=2)[CH:22]=[N:21][CH:20]=1. Procedure: 3-(pyrimidin-5-yloxy)-4,5-dihydroisoxazole I-153a and I-153b were prepared in 2 steps 1-chloro-4-vinylbenzene using Method 1. The resulting bromo-4,5-dihydroisoxazole was reacted with 5-hydroxypyrimidine using Method 5. These compounds can be separated using chiral HPLC methods known in the art. For example, see chiral HPLC Method disclosed herein. [M+H]+=277.3 m/z. Activity: B Starting materials: ClCCl, Cc1ccc(S(=O)(=O)OCC2COc3cc(Cl)cc(CC(=O)O)c3O2)cc1, CC(Cl)Cl, O=[N+]([O-])O. Yields the product Cc1ccc(S(=O)(=O)OCC2COc3cc(Cl)c([N+](=O)[O-])c(CC(=O)O)c3O2)cc1. Reaction SMILES: [CH2:36]([Cl:37])[Cl:38].[Cl:1][c:2]1[cH:3][c:4]([CH2:24][C:25](=[O:26])[OH:27])[c:5]2[c:6]([cH:23]1)[O:7][CH2:8][CH:9]([CH2:11][O:12][S:13](=[O:14])(=[O:15])[c:16]1[cH:17][cH:18][c:19]([CH3:22])[cH:20][cH:21]1)[O:10]2.[Cl:32][CH:33]([Cl:34])[CH3:35].[OH:28][N+:29]([O-:30])=[O:31]>>[Cl:1][c:2]1[c:3]([N+:29](=[O:28])[O-:30])[c:4]([CH2:24][C:25](=[O:26])[OH:27])[c:5]2[c:6]([cH:23]1)[O:7][CH2:8][CH:9]([CH2:11][O:12][S:13](=[O:14])(=[O:15])[c:16]1[cH:17][cH:18][c:19]([CH3:22])[cH:20][cH:21]1)[O:10]2. As a reaction SMILES: C([N:8]1[CH2:12][CH2:11][C@@H:10]([NH:13][C:14](=[O:29])[CH2:15][C:16]2[NH:20][C:19]3[CH:21]=[CH:22][CH:23]=[C:24]([C:25]([F:28])([F:27])[F:26])[C:18]=3[N:17]=2)[CH2:9]1)C1C=CC=CC=1.[H][H]>CO.[Pd]>[NH:8]1[CH2:12][CH2:11][C@@H:10]([NH:13][C:14](=[O:29])[CH2:15][C:16]2[NH:20][C:19]3[CH:21]=[CH:22][CH:23]=[C:24]([C:25]([F:26])([F:27])[F:28])[C:18]=3[N:17]=2)[CH2:9]1. The product is N1C[C@@H](CC1)NC(CC1=NC2=C(N1)C=CC=C2C(F)(F)F)=O (N-[(3R)-pyrrolidin-3-yl]-2-[4-(trifluoromethyl)-1H-benzimidazol-2-yl]acetamide). Procedure details: In a round-bottom flask, a slurry of N-[(3R)-1-benzylpyrrolidin-3-yl]-2-[4-(trifluoromethyl)-1H-benzimidazol-2-yl]acetamide (800 mg, 1.99 mmol) and Palladium (10%) on Carbon (10 mg) in MeOH was purged with hydrogen gas for 2 min.; the reaction was then subjected to 1 atm of hydrogen gas overnight. The flask was purged with argon, then the mixture was filtered, concentrated and subjected to flash chromatography (ethyl acetate) to afford N-[(3R)-pyrrolidin-3-yl]-2-[4-(trifluoromethyl)-1H-benzimida... Solvent: CO (MeOH). Starting materials: C(C1=CC=CC=C1)N1C[C@@H](CC1)NC(CC1=NC2=C(N1)C=CC=C2C(F)(F)F)=O (N-[(3R)-1-benzylpyrrolidin-3-yl]-2-[4-(trifluoromethyl)-1H-benzimidazol-2-yl]acetamide), [H][H] (hydrogen), [H][H] (hydrogen). Yield: 82.1%. The reagents and catalysts are [Pd] (Palladium). The reactants are BrC1=CC=C(CCC2=C(C=CC(=C2)C(=O)O)C(=O)O)C=C1 (2-(p-bromophenethyl)-benzene-1,4-dicarboxylic acid), O (water). Run in polyphosphonic acid, S1(CCCC1)(=O)=O (tetrahydrothiophene-1,1-dioxide). Yields the product C(=O)(O)C1=CC2=C(C(C3=C(CC2)C=CC(=C3)Br)=O)C=C1 (2-carboxy-7-bromo-10,11-dihydro-5-oxo-5H-dibenzo[a,d]cycloheptene). RXN SMILES: [Br:1][C:2]1[CH:21]=[CH:20][C:5]([CH2:6][CH2:7][C:8]2[CH:13]=[C:12]([C:14]([OH:16])=[O:15])[CH:11]=[CH:10][C:9]=2[C:17]([OH:19])=O)=[CH:4][CH:3]=1.O>S1(=O)(=O)CCCC1>[C:14]([C:12]1[CH:11]=[CH:10][C:9]2[C:17](=[O:19])[C:20]3[CH:21]=[C:2]([Br:1])[CH:3]=[CH:4][C:5]=3[CH2:6][CH2:7][C:8]=2[CH:13]=1)([OH:16])=[O:15]. Procedure: A mixture of 103.2 g. of p-bromophenylacetic acid, 77.4 g. of benzene-1,2,4-tricarboxylic anhydride and 1.5 g. of sodium acetate was heated to 275° for 2 hours. The residue was dissolved in 1600 ml of hot dimethylformamide and the solution diluted with 400 ml of water, then cooled. The solution was then filtered to afford a mixture of 3-(p-bromobenzylidene)phthalide-5- and -6-carboxylic acids. 80 g. of this mixture was refluxed for 72 hours in 160 ml of acetic anhydride and 240 ml of 57% aqueous...